From a dataset of the Open Reaction Database (ORD), a public repository of structured organic reaction records. describe an organic reaction: reactants, conditions, products, and yield Starting materials: COCCN1C(=NC(C1)C1=CC=CC=C1)C (1-(2-Methoxyethyl)-2-methyl-4-phenyl-2-imidazoline). The solvent is [OH-].[Na+] (sodium hydroxide). The product is NC(CNCCOC)C1=CC=CC=C1 (N-(2-Amino-2-phenylethyl)-2-methoxyethylamine). Reaction SMILES: [CH3:1][O:2][CH2:3][CH2:4][N:5]1[CH2:9][CH:8]([C:10]2[CH:15]=[CH:14][CH:13]=[CH:12][CH:11]=2)[N:7]=C1C>[OH-].[Na+]>[NH2:7][CH:8]([C:10]1[CH:15]=[CH:14][CH:13]=[CH:12][CH:11]=1)[CH2:9][NH:5][CH2:4][CH2:3][O:2][CH3:1] |f:1.2|. Reported procedure: Ten grams of the methoxyethylmethylphenylimidazoline product of Example I is refluxed with 50 ml 30% aqueous sodium hydroxide solution for 24 hours. The mixture is then permitted to separate into two phases, and the aqueous layer is extracted with methylene chloride. The extract is concentrated and the resulting oil, which is identified as the intermediate amide, is refluxed with 20% aqueous sulfuric acid for six hours. Reactants: FC(OC1=CC=C(CN)C=C1)(F)F (4-(trifluoromethoxy)benzylamine), CC(C)([O-])C.[Na+] (sodium-t-butoxide), ClC1=CC=C(N=N1)OC=1C=C2C=CC(NC2=CC1)=O (6-((6-chloropyridazin-3-yl)oxy)quinolin-2(1H)-one). The reagents and catalysts are C[C@H]([C]1[CH][CH][CH][C]1P(C2CCCCC2)C3CCCCC3)P(C(C)(C)C)C(C)(C)C.[CH]1[CH][CH][CH][CH]1.[Fe] ((R)-(−)-1-[(S)-2-(Dicyclohexylphosphino)ferrocenyl]ethyldi-t-butylphosphine), C(C)(=O)[O-].[Pd+2].C(C)(=O)[O-] (palladium (II) acetate). Run in O1CCOCC1 (dioxane). Conditions: temperature 110 celsius, time 8 hour. Yields the product FC(OC1=CC=C(CNC2=CC=C(N=N2)OC=2C=C3C=CC(NC3=CC2)=O)C=C1)(F)F (6-((6-((4-(trifluoromethoxy)benzyl)amino)pyridazin-3-yl)oxy)quinolin-2(1H)-one). Isolated yield 8.0%. As a reaction SMILES: Cl[C:2]1[N:7]=[N:6][C:5]([O:8][C:9]2[CH:10]=[C:11]3[C:16](=[CH:17][CH:18]=2)[NH:15][C:14](=[O:19])[CH:13]=[CH:12]3)=[CH:4][CH:3]=1.[F:20][C:21]([F:32])([F:31])[O:22][C:23]1[CH:30]=[CH:29][C:26]([CH2:27][NH2:28])=[CH:25][CH:24]=1.CC(C)([O-])C.[Na+]>O1CCOCC1.C[C@@H](P(C(C)(C)C)C(C)(C)C)[C]1[C](P(C2CCCCC2)C2CCCCC2)[CH][CH][CH]1.[CH]1[CH][CH][CH][CH]1.[Fe].C([O-])(=O)C.[Pd+2].C([O-])(=O)C>[F:20][C:21]([F:31])([F:32])[O:22][C:23]1[CH:30]=[CH:29][C:26]([CH2:27][NH:28][C:2]2[N:7]=[N:6][C:5]([O:8][C:9]3[CH:10]=[C:11]4[C:16](=[CH:17][CH:18]=3)[NH:15][C:14](=[O:19])[CH:13]=[CH:12]4)=[CH:4][CH:3]=2)=[CH:25][CH:24]=1 |f:2.3,5.6.7,8.9.10,^1:55,56,70,71,72,73,74,75,76,77|. Procedure: To a suspension of 6-((6-chloropyridazin-3-yl)oxy)quinolin-2(1H)-one (0.032 g, 0.117 mmol) in dioxane (2.0 mL) at room temperature was added 4-(trifluoromethoxy)benzylamine (0.091 mL, 0.585 mmol), (R)-(−)-1-[(S)-2-(Dicyclohexylphosphino)ferrocenyl]ethyldi-t-butylphosphine (3.28 mg, 5.85 μmol), palladium (II) acetate (1.313 mg, 5.85 μmol) and sodium-t-butoxide (0.014 mL, 0.164 mmol). The reaction mixture was stirred in a sealed tube at 110° C. overnight, then concentrated under vacuum to a yellow... Reactants: C1(=CCCCC1)C1=NC=C(C=C1N)C1=CCCCC1 (2,5-dicyclohexenylpyridin-3-amine), BrC1=C(C(=NC2=CC(=CC(=C12)F)F)C1=NC=CC=C1)C (4-bromo-5,7-difluoro-3-methyl-2-(pyridin-2-yl)quinoline), C1(CCCCC1)P(C1(C(=C(C=C(C1)C(C)C)C(C)C)C1=CC=CC=C1)C(C)C)C1CCCCC1 (2-dicyclohexylphosphino-2,4,6,-triisopropylbiphenyl), CC(C)([O-])C.[Na+] (sodium tert-butoxide). The reagents and catalysts are C=1C=CC(=CC1)/C=C/C(=O)/C=C/C2=CC=CC=C2.C=1C=CC(=CC1)/C=C/C(=O)/C=C/C2=CC=CC=C2.C=1C=CC(=CC1)/C=C/C(=O)/C=C/C2=CC=CC=C2.[Pd].[Pd] (tris(dibenzylideneacetone)dipalladium). Solvent: C1(=CC=CC=C1)C (toluene). Conditions: temperature 100 celsius, time 2.5 hour. Product: C1(=CCCCC1)C1=NC=C(C=C1NC1=C(C(=NC2=CC(=CC(=C12)F)F)C1=NC=CC=C1)C)C1=CCCCC1 (N-(2,5-di-1-cyclohexen-1-yl-3-pyridinyl)-5,7-difluoro-3-methyl-2-(2-pyridinyl)-4-quinolinamine). As a reaction SMILES: [C:1]1([C:7]2[C:12]([NH2:13])=[CH:11][C:10]([C:14]3[CH2:19][CH2:18][CH2:17][CH2:16][CH:15]=3)=[CH:9][N:8]=2)[CH2:6][CH2:5][CH2:4][CH2:3][CH:2]=1.Br[C:21]1[C:30]2[C:25](=[CH:26][C:27]([F:32])=[CH:28][C:29]=2[F:31])[N:24]=[C:23]([C:33]2[CH:38]=[CH:37][CH:36]=[CH:35][N:34]=2)[C:22]=1[CH3:39].C1(P(C2CCCCC2)C2(C(C)C)CC(C(C)C)=CC(C(C)C)=C2C2C=CC=CC=2)CCCCC1.CC(C)([O-])C.[Na+]>C1(C)C=CC=CC=1.C1C=CC(/C=C/C(/C=C/C2C=CC=CC=2)=O)=CC=1.C1C=CC(/C=C/C(/C=C/C2C=CC=CC=2)=O)=CC=1.C1C=CC(/C=C/C(/C=C/C2C=CC=CC=2)=O)=CC=1.[Pd].[Pd]>[C:1]1([C:7]2[C:12]([NH:13][C:21]3[C:30]4[C:25](=[CH:26][C:27]([F:32])=[CH:28][C:29]=4[F:31])[N:24]=[C:23]([C:33]4[CH:38]=[CH:37][CH:36]=[CH:35][N:34]=4)[C:22]=3[CH3:39])=[CH:11][C:10]([C:14]3[CH2:19][CH2:18][CH2:17][CH2:16][CH:15]=3)=[CH:9][N:8]=2)[CH2:6][CH2:5][CH2:4][CH2:3][CH:2]=1 |f:3.4,6.7.8.9.10|. Reported procedure: A stirred mixture of mostly 2,5-dicyclohexenylpyridin-3-amine (0.047 g, 0.19 mmol), 4-bromo-5,7-difluoro-3-methyl-2-(pyridin-2-yl)quinoline (0.085 g, 0.26 mmol), 2-dicyclohexylphosphino-2,4,6,-triisopropylbiphenyl (0.019 g, 0.039 mmol), tris(dibenzylideneacetone)dipalladium (0) (0.018 g, 0.019 mmol), and sodium tert-butoxide (0.056 g, 0.58 mmol) in dry toluene (2.0 mL) was purged three times with argon and placed under vacuum three times, then the mixture was heated to 100° C. After 2.5 h, the r...